The task is: describe an organic reaction: reactants, conditions, products, and yield. This data is from the Open Reaction Database (ORD), a public repository of structured organic reaction records. Reactants: CO, O=C1C(Cl)=C(C2CCC(c3ccc(Cl)cc3)CC2)C(=O)c2ccccc21, [Na+], [OH-], O. The product is O=C1C(O)=C(C2CCC(c3ccc(Cl)cc3)CC2)C(=O)c2ccccc21. Reaction SMILES: [CH3:29][OH:30].[Cl:1][c:2]1[cH:3][cH:4][c:5]([CH:8]2[CH2:9][CH2:10][CH:11]([C:14]3=[C:23]([Cl:24])[C:22](=[O:25])[c:21]4[c:16]([cH:17][cH:18][cH:19][cH:20]4)[C:15]3=[O:26])[CH2:12][CH2:13]2)[cH:6][cH:7]1.[Na+:28].[OH-:27].[OH2:31]>>[Cl:1][c:2]1[cH:3][cH:4][c:5]([CH:8]2[CH2:9][CH2:10][CH:11]([C:14]3=[C:23]([OH:27])[C:22](=[O:25])[c:21]4[c:16]([cH:17][cH:18][cH:19][cH:20]4)[C:15]3=[O:26])[CH2:12][CH2:13]2)[cH:6][cH:7]1. The reactants are NCCN(CCO)C (2-[(2-aminoethyl)(methyl)amino]ethanol), S=C1NC(SC1)=O (4-thioxo-1,3-thiazolidin-2-one). Solvent: C(C)O (ethanol). Run at time 3 day. The product is OCCN(CCNC1=NC(SC1)=O)C (4-({2-[(2-hydroxyethyl)(methyl)amino]ethyl}amino)-1,3-thiazol-2(5H)-one). Isolated yield 98.0%. RXN SMILES: [NH2:1][CH2:2][CH2:3][N:4]([CH3:8])[CH2:5][CH2:6][OH:7].S=[C:10]1[CH2:14][S:13][C:12](=[O:15])[NH:11]1>C(O)C>[OH:7][CH2:6][CH2:5][N:4]([CH3:8])[CH2:3][CH2:2][NH:1][C:10]1[CH2:14][S:13][C:12](=[O:15])[N:11]=1. Procedure: To a solution of 2-[(2-aminoethyl)(methyl)amino]ethanol (1.00 g) in ethanol (30 mL) was added 4-thioxo-1,3-thiazolidin-2-one (1.07 g). The reaction mixture was stirred at room temperature for 3 days, and the solvent was evaporated under reduced pressure. The residue was purified by silica gel column chromatography (NH, methanol/ethyl acetate) to give the title compound (1.71 g). Starting materials: [O-][n+]1cc(O)nc2ccc(C(F)(F)F)cc21, NN, [Na+], [OH-], O. Product: Oc1cnc2cc(C(F)(F)F)ccc2n1. As a reaction SMILES: [F:4][C:5]([c:6]1[cH:7][c:8]2[n+:9]([O-:17])[cH:10][c:11]([OH:16])[n:12][c:13]2[cH:14][cH:15]1)([F:18])[F:19].[NH2:2][NH2:3].[Na+:21].[OH-:20].[OH2:1]>>[F:4][C:5]([c:6]1[cH:7][c:8]2[n:9][cH:10][c:11]([OH:16])[n:12][c:13]2[cH:14][cH:15]1)([F:18])[F:19]. Starting materials: CCOC(=O)C(C)Oc1ncn(-c2cccc(F)c2)n1, CCO, Cl, [K+], [OH-]. The product is CC(Oc1ncn(-c2cccc(F)c2)n1)C(=O)O. As a reaction SMILES: [CH2:1]([CH3:2])[O:3][C:4](=[O:5])[CH:6]([CH3:7])[O:8][c:9]1[n:10][n:11](-[c:14]2[cH:15][c:16]([F:20])[cH:17][cH:18][cH:19]2)[cH:12][n:13]1.[CH3:24][CH2:25][OH:26].[ClH:23].[K+:22].[OH-:21]>>[O:3]=[C:4]([OH:5])[CH:6]([CH3:7])[O:8][c:9]1[n:10][n:11](-[c:14]2[cH:15][c:16]([F:20])[cH:17][cH:18][cH:19]2)[cH:12][n:13]1. Starting materials: C(C1=CC=CC=C1)OC1=C(N)C=CC=C1 (2-benzyloxyaniline), C(C)(=O)O[BH-](OC(C)=O)OC(C)=O.[Na+] (sodium triacetoxyborohydride), C(C)(C)(C)OC(NC(C=O)(C)C)=O ((1,1-dimethyl-2-oxoethyl)carbamic acid t-butyl ester), C(C)(=O)O (acetic acid), Example 3, C([O-])(O)=O.[Na+] (sodium bicarbonate). Run in C(Cl)Cl (methylene chloride). Reaction conditions: time 16 hour. Yields the product C(C)(C)(C)OC(NC(CNC1=C(C=CC=C1)OCC1=CC=CC=C1)(C)C)=O ([2-(2-Benzyloxyphenylamino)-1,1-dimethylethyl]carbamic acid t-butyl ester). The yield is 91.8%. As a reaction SMILES: C(O[BH-](OC(=O)C)OC(=O)C)(=O)C.[Na+].[C:15]([O:19][C:20](=[O:27])[NH:21][C:22]([CH3:26])([CH3:25])[CH:23]=O)([CH3:18])([CH3:17])[CH3:16].[CH2:28]([O:35][C:36]1[CH:42]=[CH:41][CH:40]=[CH:39][C:37]=1[NH2:38])[C:29]1[CH:34]=[CH:33][CH:32]=[CH:31][CH:30]=1.C(O)(=O)C.C(=O)(O)[O-].[Na+]>C(Cl)Cl>[C:15]([O:19][C:20](=[O:27])[NH:21][C:22]([CH3:26])([CH3:25])[CH2:23][NH:38][C:37]1[CH:39]=[CH:40][CH:41]=[CH:42][C:36]=1[O:35][CH2:28][C:29]1[CH:30]=[CH:31][CH:32]=[CH:33][CH:34]=1)([CH3:18])([CH3:17])[CH3:16] |f:0.1,5.6|. Procedure: 6.38 g of sodium triacetoxyborohydride (30.1 mmol) was added to a solution of 4.68 g of (1,1-dimethyl-2-oxoethyl)carbamic acid t-butyl ester obtained in Reference Example 3 (25.0 mmol), 5.0 g of 2-benzyloxyaniline (25.0 mmol) and 1.44 ml of acetic acid (25.0 mmol) in methylene chloride (250 ml) under ice-cooling, and the mixture was stirred at room temperature for 16 hours. A saturated sodium bicarbonate aqueous solution was added to the reaction mixture, followed by extraction with methylene ch... Starting materials: O=P12OP3(=O)OP(=O)(O1)OP(=O)(O2)O3 (Phosphorus pentoxide), CSC1=CC=C(C=C1)NC(C(C(=O)O)(C)C)=O (N-(4-methylthiophenyl)-2,2-dimethylmalonamic acid). Solvent: CS(=O)(=O)O (methanesulfonic acid). Reaction conditions: temperature 70 celsius, time 90 minute. The product is CC1(C(NC2=CC=C(C=C2C1=O)SC)=O)C (3,3-dimethyl-6-methylthio-2,4(1H,3H)-quinolinedione). RXN SMILES: O=P12OP3(OP(OP(O3)(O1)=O)(=O)O2)=O.[CH3:15][S:16][C:17]1[CH:22]=[CH:21][C:20]([NH:23][C:24](=[O:31])[C:25]([CH3:30])([CH3:29])[C:26]([OH:28])=O)=[CH:19][CH:18]=1>CS(O)(=O)=O>[CH3:29][C:25]1([CH3:30])[C:26](=[O:28])[C:19]2[C:20](=[CH:21][CH:22]=[C:17]([S:16][CH3:15])[CH:18]=2)[NH:23][C:24]1=[O:31]. Procedure: Phosphorus pentoxide (4.49 g, 0.032 mol) was added to a stirred solution of N-(4-methylthiophenyl)-2,2-dimethylmalonamic acid (5.0 g, 0.020 mol) in methanesulfonic acid (35 ml). The reaction mixture was warmed to 70° C. and stirred for 90 mins. The product mixture was then cooled to room temperature and poured over ice. The product was extracted with ethyl acetate (2×200 ml). The organic extracts were combined, washed with water (200 ml), saturated sodium hydrogen carbonate solution (200 ml), dr... Starting materials: COC1=CC=C(C=C1)CCCCC(C(=O)O)=O (6-(4-methoxyphenyl)-2-oxo-caproic acid), [OH-].[Na+] (sodium hydroxide). The product is COC1=CC=C(C=C1)CCCCC(C(=O)[O-])=O.[Na+] (Sodium 6-(4-methoxyphenyl)-2-oxo-caproate). As a reaction SMILES: [CH3:1][O:2][C:3]1[CH:8]=[CH:7][C:6]([CH2:9][CH2:10][CH2:11][CH2:12][C:13](=[O:17])[C:14]([OH:16])=[O:15])=[CH:5][CH:4]=1.[OH-].[Na+:19]>>[CH3:1][O:2][C:3]1[CH:4]=[CH:5][C:6]([CH2:9][CH2:10][CH2:11][CH2:12][C:13](=[O:17])[C:14]([O-:16])=[O:15])=[CH:7][CH:8]=1.[Na+:19] |f:1.2,3.4|. Reported procedure: 4.5 g of 6-(4-methoxyphenyl)-2-oxo-caproic acid in 19.0 ml of 1 N sodium hydroxide solution are stirred for 15 minutes at room temperature. The mixture is filtered, washed once with diethyl ether and evaporated to dryness. The residue obtained after drying in vacuo at 30° consists of the pure sodium salt.